This data is from the Open Reaction Database (ORD), a public repository of structured organic reaction records. The task is: describe an organic reaction: reactants, conditions, products, and yield The reactants are O=C([O-])[O-], CC(=O)Nc1ccc(C(=O)CBr)c(OCc2ccccc2)c1, O=C(OCc1ccccc1)N1CCNCC1, [K+], [K+], CN(C)C=O. The product is CC(=O)Nc1ccc(C(=O)CN2CCN(C(=O)OCc3ccccc3)CC2)c(OCc2ccccc2)c1. As a reaction SMILES: [C:39](=[O:40])([O-:41])[O-:42].[CH2:17]([c:18]1[cH:19][cH:20][cH:21][cH:22][cH:23]1)[O:24][c:25]1[cH:26][c:27]([NH:35][C:36]([CH3:37])=[O:38])[cH:28][cH:29][c:30]1[C:31]([CH2:32][Br:33])=[O:34].[CH2:1]([c:2]1[cH:3][cH:4][cH:5][cH:6][cH:7]1)[O:8][C:9](=[O:10])[N:11]1[CH2:12][CH2:13][NH:14][CH2:15][CH2:16]1.[K+:43].[K+:44].[O:45]=[CH:46][N:47]([CH3:48])[CH3:49]>>[CH2:1]([c:2]1[cH:3][cH:4][cH:5][cH:6][cH:7]1)[O:8][C:9](=[O:10])[N:11]1[CH2:12][CH2:13][N:14]([CH2:32][C:31]([c:30]2[c:25]([O:24][CH2:17][c:18]3[cH:19][cH:20][cH:21][cH:22][cH:23]3)[cH:26][c:27]([NH:35][C:36]([CH3:37])=[O:38])[cH:28][cH:29]2)=[O:34])[CH2:15][CH2:16]1. Starting materials: BrB(Br)Br, CNC(=O)c1c(C)n(C)c2cc(Oc3ccnc4cc(C(=O)N5CCC(OC)C5)sc34)ccc12. The product is CNC(=O)c1c(C)n(C)c2cc(Oc3ccnc4cc(C(=O)N5CCC(O)C5)sc34)ccc12. As a reaction SMILES: [B:35]([Br:36])([Br:37])[Br:38].[CH3:1][NH:2][C:3](=[O:4])[c:5]1[c:6]([CH3:34])[n:7]([CH3:33])[c:8]2[cH:9][c:10]([O:14][c:15]3[c:16]4[c:17]([n:18][cH:19][cH:20]3)[cH:21][c:22]([C:24](=[O:25])[N:26]3[CH2:27][CH:28]([O:31][CH3:32])[CH2:29][CH2:30]3)[s:23]4)[cH:11][cH:12][c:13]12>>[CH3:1][NH:2][C:3](=[O:4])[c:5]1[c:6]([CH3:34])[n:7]([CH3:33])[c:8]2[cH:9][c:10]([O:14][c:15]3[c:16]4[c:17]([n:18][cH:19][cH:20]3)[cH:21][c:22]([C:24](=[O:25])[N:26]3[CH2:27][CH:28]([OH:31])[CH2:29][CH2:30]3)[s:23]4)[cH:11][cH:12][c:13]12. Starting materials: Cc1cc([N+](=O)[O-])cc(C)c1OC1CCN(C(=O)OC(C)(C)C)CC1, CCO, C1CCOC1. Yields the product Cc1cc(N)cc(C)c1OC1CCN(C(=O)OC(C)(C)C)CC1. Reaction SMILES: [C:1]([CH3:2])([CH3:3])([CH3:4])[O:5][C:6](=[O:7])[N:8]1[CH2:9][CH2:10][CH:11]([O:14][c:15]2[c:16]([CH3:25])[cH:17][c:18]([N+:22]([O-:23])=[O:24])[cH:19][c:20]2[CH3:21])[CH2:12][CH2:13]1.[CH3:26][CH2:27][OH:28].[O:29]1[CH2:30][CH2:31][CH2:32][CH2:33]1>>[C:1]([CH3:2])([CH3:3])([CH3:4])[O:5][C:6](=[O:7])[N:8]1[CH2:9][CH2:10][CH:11]([O:14][c:15]2[c:16]([CH3:25])[cH:17][c:18]([NH2:22])[cH:19][c:20]2[CH3:21])[CH2:12][CH2:13]1. The reactants are [Si](C)(C)(C(C)(C)C)O[C@H]1C[C@@H](CC2=CC=C3[C@@H]4CC=C([C@H](C)SC(=O)OC5=CC=CC=C5)[C@]4(CC[C@@H]3[C@@]12C)C)O (1α-(tert-butyldimethylsilyloxy)-3β-hydroxy-20(S)-phenoxycarbonylthiopregna-5,7,16-triene), CC1(C)CO1 (isobutylene oxide), O1CCCC1 (tetrahydrofuran), [OH-].[K+] (KOH). Run in CO (methanol). The product is [Si](C)(C)(C(C)(C)C)O[C@H]1C[C@@H](CC2=CC=C3[C@@H]4CC=C([C@H](C)SCC(C)(C)O)[C@]4(CC[C@@H]3[C@@]12C)C)O (1α-(tert-Butyldimethylsilyloxy)-3β-hydroxy-20(S)-(2-hydroxy-2-methylpropylthio)pregna-5,7,16-triene). The yield is 81.8%. RXN SMILES: [Si:1]([O:8][C@@H:9]1[C@@:37]2([CH3:38])[C:13](=[CH:14][CH:15]=[C:16]3[C@@H:36]2[CH2:35][CH2:34][C@@:33]2([CH3:39])[C@H:17]3[CH2:18][CH:19]=[C:20]2[C@@H:21]([S:23][C:24](OC2C=CC=CC=2)=O)[CH3:22])[CH2:12][C@@H:11]([OH:40])[CH2:10]1)([C:4]([CH3:7])([CH3:6])[CH3:5])([CH3:3])[CH3:2].[CH3:41][C:42]1([O:45]C1)[CH3:43].O1CCCC1.[OH-].[K+]>CO>[Si:1]([O:8][C@@H:9]1[C@@:37]2([CH3:38])[C:13](=[CH:14][CH:15]=[C:16]3[C@@H:36]2[CH2:35][CH2:34][C@@:33]2([CH3:39])[C@H:17]3[CH2:18][CH:19]=[C:20]2[C@@H:21]([S:23][CH2:24][C:42]([OH:45])([CH3:43])[CH3:41])[CH3:22])[CH2:12][C@@H:11]([OH:40])[CH2:10]1)([C:4]([CH3:6])([CH3:5])[CH3:7])([CH3:3])[CH3:2] |f:3.4|. Procedure: Under the same conditions as in Example 3, 1α-(tert-butyldimethylsilyloxy)-3β-hydroxy-20(S)-phenoxycarbonylthiopregna-5,7,16-triene (83.0 mg, 0.143 mmol), isobutylene oxide (113 mg, 1.56 mmol), tetrahydrofuran (0.5 ml) and 1M KOH solution in methanol (0.5 ml) were reacted and worked up, and then the residue was purified by preparative thin layer chromatography (0.5 mm×2, hexane:ethyl acetate=1:1, developed once) to give the title compound as a colorless oil (62.3 mg, 82%). Starting materials: [Br-], COc1cc(CC(C)NC(=O)C(=CO)c2ccc(C)cc2)ccc1OCc1ccccc1, CCCC[N+](CCCC)(CCCC)CCCC, COCCOC, FC(F)Cl, [K+], [OH-]. Yields the product COc1cc(CC(C)NC(=O)C(=COC(F)F)c2ccc(C)cc2)ccc1OCc1ccccc1. As a reaction SMILES: [Br-:39].[CH2:1]([c:2]1[cH:3][cH:4][cH:5][cH:6][cH:7]1)[O:8][c:9]1[c:10]([O:31][CH3:32])[cH:11][c:12]([CH2:15][CH:16]([CH3:17])[NH:18][C:19]([C:20](=[CH:21][OH:22])[c:23]2[cH:24][cH:25][c:26]([CH3:29])[cH:27][cH:28]2)=[O:30])[cH:13][cH:14]1.[CH3:40][CH2:41][CH2:42][CH2:43][N+:44]([CH2:45][CH2:46][CH2:47][CH3:48])([CH2:49][CH2:50][CH2:51][CH3:52])[CH2:53][CH2:54][CH2:55][CH3:56].[CH3:57][O:58][CH2:59][CH2:60][O:61][CH3:62].[Cl:35][CH:36]([F:37])[F:38].[K+:34].[OH-:33]>>[CH2:1]([c:2]1[cH:3][cH:4][cH:5][cH:6][cH:7]1)[O:8][c:9]1[c:10]([O:31][CH3:32])[cH:11][c:12]([CH2:15][CH:16]([CH3:17])[NH:18][C:19]([C:20](=[CH:21][O:22][CH:36]([F:37])[F:38])[c:23]2[cH:24][cH:25][c:26]([CH3:29])[cH:27][cH:28]2)=[O:30])[cH:13][cH:14]1. Starting materials: CC1(COC2=C1C=C(C=C2)C(=O)O)C (2,3-Dihydro-3,3-dimethylbenzofuran-5-carboxylic acid), S(=O)(Cl)Cl (thionyl chloride). The product is CC1(COC2=C1C=C(C=C2)C(=O)Cl)C (2,3-Dihydro-3,3-dimethylbenzofuran-5-carboxylic acid chloride). The yield is 127.7%. RXN SMILES: [CH3:1][C:2]1([CH3:14])[C:6]2[CH:7]=[C:8]([C:11](O)=[O:12])[CH:9]=[CH:10][C:5]=2[O:4][CH2:3]1.S(Cl)([Cl:17])=O>>[CH3:1][C:2]1([CH3:14])[C:6]2[CH:7]=[C:8]([C:11]([Cl:17])=[O:12])[CH:9]=[CH:10][C:5]=2[O:4][CH2:3]1. Reported procedure: The product of stage (a) (3 g) was boiled under reflux in thionyl chloride (3.6 g) for 3 hours. Removal of the thionyl chloride under vacuum gave crude title product (4.2 g). The reactants are CCCC(NC(=O)OCc1ccccc1)C(O)C(=O)NC1CC1, CO. The product is CCCC(N)C(O)C(=O)NC1CC1. Reaction SMILES: [CH2:1]([O:2][C:3](=[O:4])[NH:10][CH:11]([CH2:12][CH2:13][CH3:14])[CH:15]([OH:16])[C:17]([NH:18][CH:19]1[CH2:20][CH2:21]1)=[O:22])[c:5]1[cH:6][cH:7][cH:8][cH:9][cH:23]1.[CH3:24][OH:25]>>[NH2:10][CH:11]([CH2:12][CH2:13][CH3:14])[CH:15]([OH:16])[C:17]([NH:18][CH:19]1[CH2:20][CH2:21]1)=[O:22]. Starting materials: C1CCOC1, CN1CCOCC1, O=C(O)CCC(C(=O)N1NCCCC1C(=O)NCCc1ccccc1)N1C(=O)c2ccccc2C1=O. Reaction SMILES: [CH2:44]1[O:45][CH2:46][CH2:47][CH2:48]1.[CH3:37][N:38]1[CH2:39][CH2:40][O:41][CH2:42][CH2:43]1.[O:1]=[C:2]1[N:3]([CH:12]([CH2:13][CH2:14][C:15](=[O:16])[OH:17])[C:18]([N:19]2[NH:20][CH2:21][CH2:22][CH2:23][CH:24]2[C:25]([NH:26][CH2:27][CH2:28][c:29]2[cH:30][cH:31][cH:32][cH:33][cH:34]2)=[O:35])=[O:36])[C:4](=[O:11])[c:5]2[cH:6][cH:7][cH:8][cH:9][c:10]21>>[O:1]=[C:2]1[N:3]([CH:12]2[CH2:13][CH2:14][C:15](=[O:16])[N:20]3[N:19]([C:18]2=[O:36])[CH:24]([C:25]([NH:26][CH2:27][CH2:28][c:29]2[cH:30][cH:31][cH:32][cH:33][cH:34]2)=[O:35])[CH2:23][CH2:22][CH2:21]3)[C:4](=[O:11])[c:5]2[cH:6][cH:7][cH:8][cH:9][c:10]21. Product: O=C(NCCc1ccccc1)C1CCCN2C(=O)CCC(N3C(=O)c4ccccc4C3=O)C(=O)N12. As a reaction SMILES: [Br:1][c:2]1[cH:3][c:4]([NH:5][c:6]2[c:7]3[c:8]([n:9][cH:10][n:11]2)[cH:12][n:13][c:14]([F:16])[cH:15]3)[cH:17][cH:18][cH:19]1.[CH3:20][NH:21][CH3:22].[CH3:23][CH2:24][OH:25]>>[Br:1][c:2]1[cH:3][c:4]([NH:5][c:6]2[c:7]3[c:8]([n:9][cH:10][n:11]2)[cH:12][n:13][c:14]([N:21]([CH3:20])[CH3:22])[cH:15]3)[cH:17][cH:18][cH:19]1. Reactants: Fc1cc2c(Nc3cccc(Br)c3)ncnc2cn1, CNC, CCO. The product is CN(C)c1cc2c(Nc3cccc(Br)c3)ncnc2cn1.